The task is: describe an organic reaction: reactants, conditions, products, and yield. This data is from the Open Reaction Database (ORD), a public repository of structured organic reaction records. The reactants are [N+](=O)([O-])C1=CC=C(C=C1)O (4-nitrophenol), Cl.ClCC=1N=CSC1 (4-chloromethyl-1,3-thiazole hydrochloride), C([O-])([O-])=O.[K+].[K+] (potassium carbonate), CN(C=O)C (N,N-dimethylformamide). The solvent is O (Water). Run at time 40 hour. The product is [N+](=O)([O-])C1=CC=C(OCC=2N=CSC2)C=C1 (4-[(4-nitrophenoxy)methyl]-1,3-thiazole). Yield: 60.8%. As a reaction SMILES: [N+:1]([C:4]1[CH:9]=[CH:8][C:7]([OH:10])=[CH:6][CH:5]=1)([O-:3])=[O:2].Cl.Cl[CH2:13][C:14]1[N:15]=[CH:16][S:17][CH:18]=1.C(=O)([O-])[O-].[K+].[K+].CN(C)C=O>O>[N+:1]([C:4]1[CH:9]=[CH:8][C:7]([O:10][CH2:13][C:14]2[N:15]=[CH:16][S:17][CH:18]=2)=[CH:6][CH:5]=1)([O-:3])=[O:2] |f:1.2,3.4.5|. Reported procedure: A mixture of 4-nitrophenol (3.92 g), 4-chloromethyl-1,3-thiazole hydrochloride (4.0 g), potassium carbonate (8.13 g) and N,N-dimethylformamide (100 mL) was stirred at room temperature for 40 hrs. Water was poured into the reaction mixture, and the mixture was extracted with ethyl acetate-tetrahydrofuran. The organic layer was washed with saturated brine, dried over anhydrous magnesium sulfate and concentrated to give 4-[(4-nitrophenoxy)methyl]-1,3-thiazole as colorless crystals (3.38 g, yield 61... Starting materials: C(=O)(OC)CCCCCCCCCCCCCCCNC1=CC=C(C(=O)OCC)C=C1 (ethyl 4-(15-carbomethoxypentadecylamino)benzoate), Cl (hydrochloric acid), [OH-].[K+] (potassium hydroxide), C(C)O (ethanol). The solvent is O (water), O (water). Product: C(=O)(O)CCCCCCCCCCCCCCCNC1=CC=C(C(=O)O)C=C1 (4-(15-carboxypentadecylamino)benzoic acid). Reaction SMILES: [C:1]([CH2:5][CH2:6][CH2:7][CH2:8][CH2:9][CH2:10][CH2:11][CH2:12][CH2:13][CH2:14][CH2:15][CH2:16][CH2:17][CH2:18][CH2:19][NH:20][C:21]1[CH:31]=[CH:30][C:24]([C:25]([O:27]CC)=[O:26])=[CH:23][CH:22]=1)([O:3]C)=[O:2].[OH-].[K+].C(O)C.Cl>O>[C:1]([CH2:5][CH2:6][CH2:7][CH2:8][CH2:9][CH2:10][CH2:11][CH2:12][CH2:13][CH2:14][CH2:15][CH2:16][CH2:17][CH2:18][CH2:19][NH:20][C:21]1[CH:22]=[CH:23][C:24]([C:25]([OH:27])=[O:26])=[CH:30][CH:31]=1)([OH:3])=[O:2] |f:1.2|. Procedure details: A solution of 8.8 g. of ethyl 4-(15-carbomethoxypentadecylamino)benzoate, 4.5 g. of potassium hydroxide, and 10 ml. of water in 90 ml. of ethanol is stirred at 75° for 10 hours, cooled, diluted with water, brought to pH 4 with dilute hydrochloric acid, and filtered. The solid is dried and crystallized from acetic acid to yield 4-(15-carboxypentadecylamino)benzoic acid as a white crystalline solid. Reactants: CCOC(=O)c1ccc2c(C3CCCCC3)c3n(c2n1)CCC(=O)c1cc(OCc2ccccc2)ccc1-3, CO, Cl, [Na+], C1CCOC1, [OH-]. Product: O=C(O)c1ccc2c(C3CCCCC3)c3n(c2n1)CCC(=O)c1cc(OCc2ccccc2)ccc1-3. As a reaction SMILES: [CH2:1]([c:2]1[cH:3][cH:4][cH:5][cH:6][cH:7]1)[O:8][c:9]1[cH:10][c:11]2[c:12]([cH:37][cH:38]1)-[c:13]1[c:14]([CH:31]3[CH2:32][CH2:33][CH2:34][CH2:35][CH2:36]3)[c:15]3[c:16]([n:17]1[CH2:18][CH2:19][C:20]2=[O:21])[n:22][c:23]([C:26](=[O:27])[O:28][CH2:29][CH3:30])[cH:24][cH:25]3.[CH3:47][OH:48].[ClH:41].[Na+:40].[O:42]1[CH2:43][CH2:44][CH2:45][CH2:46]1.[OH-:39]>>[CH2:1]([c:2]1[cH:3][cH:4][cH:5][cH:6][cH:7]1)[O:8][c:9]1[cH:10][c:11]2[c:12]([cH:37][cH:38]1)-[c:13]1[c:14]([CH:31]3[CH2:32][CH2:33][CH2:34][CH2:35][CH2:36]3)[c:15]3[c:16]([n:17]1[CH2:18][CH2:19][C:20]2=[O:21])[n:22][c:23]([C:26](=[O:27])[OH:28])[cH:24][cH:25]3. Reactants: [OH-].[Na+] (sodium hydroxide), ClC=1C=C2C=3N(CCO2)C(C(C3C1)=O)=O (8-chloro-2,3-dihydropyrrolo[1,2,3-de]-1,4-benzoxazine-5,6-dione), OO (hydrogen peroxide). Run in O (water). The product is ClC=1C=C2C(NCCO2)=C(C1)C(=O)O (7-Chloro-3,4-dihydro-2H-1,4-benzoxazine-5-carboxylic acid). Yield: 80.5%. Reaction SMILES: [Cl:1][C:2]1[CH:3]=[C:4]2[O:9][CH2:8][CH2:7][N:6]3C(=O)[C:11](=[O:14])[C:12]([CH:13]=1)=[C:5]23.[OH-:16].[Na+].OO>O>[Cl:1][C:2]1[CH:3]=[C:4]2[O:9][CH2:8][CH2:7][NH:6][C:5]2=[C:12]([C:11]([OH:14])=[O:16])[CH:13]=1 |f:1.2|. Procedure: To a stirred suspension of 8-chloro-2,3-dihydropyrrolo[1,2,3-de]-1,4-benzoxazine-5,6-dione (4.47 g) in water (50 ml) was added 2 N sodium hydroxide solution (30 ml), and the mixture was stirred to a solution. 30% hydrogen peroxide solution (20 ml) was added and stirred for an hour, insoluble material was filtered off and then acidified with concentrated hydrochloric acid. The yellow precipitate was collected by filtration, washed with water and dried to yield 3.44 g (80.5%) of the title compound...